From a dataset of the Open Reaction Database (ORD), a public repository of structured organic reaction records. describe an organic reaction: reactants, conditions, products, and yield Reactants: CCCCCCCCCCCCCCSCC1CO1, CCO, NCCO. The product is CCCCCCCCCCCCCCSCC(O)CNCCO. Reaction SMILES: [CH2:5]([CH2:6][CH2:7][CH2:8][CH2:9][CH2:10][CH2:11][CH2:12][CH2:13][CH2:14][CH2:15][CH2:16][CH2:17][CH3:18])[S:19][CH2:20][CH:21]1[CH2:22][O:23]1.[CH3:24][CH2:25][OH:26].[NH2:1][CH2:2][CH2:3][OH:4]>>[NH:1]([CH2:2][CH2:3][OH:4])[CH2:22][CH:21]([CH2:20][S:19][CH2:5][CH2:6][CH2:7][CH2:8][CH2:9][CH2:10][CH2:11][CH2:12][CH2:13][CH2:14][CH2:15][CH2:16][CH2:17][CH3:18])[OH:23]. Reactants: CC(CCN)C (3-Methylbutylamine), OC[C@@H]1N(CCC1)CC(C)N1C2=CC=CC=C2SC=2C=CC(=CC12)C(N)=S (10-{1-[(2R)-2-hydroxymethyl-1-pyrrolidinyl]-2-propyl}-2-phenothiazinecarbothioamide), S (hydrogen sulphide). Solvent: C(C)(C)OC(C)C (isopropyl ether), C(C)O (ethanol). Reaction conditions: temperature 25 celsius, time 16 hour. Product: OC[C@@H]1N(CCC1)CC(C)N1C2=CC=CC=C2SC=2C=CC(=CC12)C(NCCC(C)C)=S (10-{1-[(2R)-2-hydroxymethyl-1-pyrrolidinyl]-2-propyl}-N-(3-methylbutyl)-2-phenothiazinecarbothioamide). RXN SMILES: [CH3:1][CH:2]([CH3:6])[CH2:3][CH2:4]N.[OH:7][CH2:8][C@H:9]1[CH2:13][CH2:12][CH2:11][N:10]1[CH2:14][CH:15]([N:17]1[C:30]2[CH:29]=[C:28]([C:31](=[S:33])[NH2:32])[CH:27]=[CH:26][C:25]=2[S:24][C:23]2[C:18]1=[CH:19][CH:20]=[CH:21][CH:22]=2)[CH3:16].S>C(O)C.C(OC(C)C)(C)C>[OH:7][CH2:8][C@H:9]1[CH2:13][CH2:12][CH2:11][N:10]1[CH2:14][CH:15]([N:17]1[C:30]2[CH:29]=[C:28]([C:31](=[S:33])[NH:32][CH2:4][CH2:3][CH:2]([CH3:6])[CH3:1])[CH:27]=[CH:26][C:25]=2[S:24][C:23]2[C:18]1=[CH:19][CH:20]=[CH:21][CH:22]=2)[CH3:16]. Procedure: 3-Methylbutylamine (8.5 cc) is added to a solution of 10-{1-[(2R)-2-hydroxymethyl-1-pyrrolidinyl]-2-propyl}-2-phenothiazinecarbothioamide, L series (5.86 g) in absolute ethanol (135 cc). The mixture is saturated with hydrogen sulphide and then brought to 150° C. for 16 hours. The reaction mixture is concentrated to dryness under reduced pressure (30 mm Hg; 4 kPa) at 50° C. The residue is diluted with ethyl acetate (150 cc), washed with distilled water (3×100 cc) and with saturated sodium chlorid... Reactants: COC([C@H](CC=1C=C2C=CC(=NC2=CC1)C1=C(C=CC=C1Cl)Cl)NC(C1=C(C=NC=C1Cl)Cl)=O)=O (Methyl-(2S)-2-[(3,5-dichloroisonicotinoyl)amino]-3-[2-(2,6-dichlorophenyl)-6-quinolinyl]propanoate), [OH-].[Na+] (NaOH). Run in C1CCOC1 (THF), C1CCOC1 (THF). Yields the product ClC1=C(C(=O)N[C@H](C(=O)O)CC=2C=C3C=CC(=NC3=CC2)C2=C(C=CC=C2Cl)Cl)C(=CN=C1)Cl ((2S)-2-[(3,5-dichloroisonicotinoyl)amino]-3-[2-(2,6-dichlorophenyl)-6-quinolinyl]propanoic acid). The yield is 68.3%. As a reaction SMILES: C[O:2][C:3](=[O:35])[C@@H:4]([NH:24][C:25](=[O:34])[C:26]1[C:31]([Cl:32])=[CH:30][N:29]=[CH:28][C:27]=1[Cl:33])[CH2:5][C:6]1[CH:7]=[C:8]2[C:13](=[CH:14][CH:15]=1)[N:12]=[C:11]([C:16]1[C:21]([Cl:22])=[CH:20][CH:19]=[CH:18][C:17]=1[Cl:23])[CH:10]=[CH:9]2.[OH-].[Na+]>C1COCC1>[Cl:33][C:27]1[CH:28]=[N:29][CH:30]=[C:31]([Cl:32])[C:26]=1[C:25]([NH:24][C@@H:4]([CH2:5][C:6]1[CH:7]=[C:8]2[C:13](=[CH:14][CH:15]=1)[N:12]=[C:11]([C:16]1[C:17]([Cl:23])=[CH:18][CH:19]=[CH:20][C:21]=1[Cl:22])[CH:10]=[CH:9]2)[C:3]([OH:35])=[O:2])=[O:34] |f:1.2|. Reported procedure: Methyl-(2S)-2-[(3,5-dichloroisonicotinoyl)amino]-3-[2-(2,6-dichlorophenyl)-6-quinolinyl]propanoate (410 mg, 0.75 mmol) was dissolved in THF (2 ml) and added drop wise over 3 hrs to a stirred aqueous solution of NaOH (2 M, 2.5 ml). After addition was complete the reaction was stirred at RT for 1 hour, before the THF was removed in vacuo. The resulting slurry was diluted with water (6 ml) and acidified to pH-4 using HCl (12 M). The resultant precipitate was collected by filtration, washed with wat... Reactants: NC=1C=C(C(=O)OC)C=C(C1)N1C=CC=C1 (methyl 3-amino-5-(pyrrol-1-yl)benzoate), N1=CC=CC=C1 (pyridine), BrCC(=O)Br (bromoacetyl bromide), C(C)(=O)OCC (ethyl acetate), ice water. Solvent: ClCCl (dichloromethane). Reaction conditions: time 6 hour. Product: BrCC(=O)NC=1C=C(C(=O)OC)C=C(C1)N1C=CC=C1 (methyl 3-bromoacetylamino-5-(pyrrol-1-yl)benzoate). As a reaction SMILES: [NH2:1][C:2]1[CH:3]=[C:4]([CH:9]=[C:10]([N:12]2[CH:16]=[CH:15][CH:14]=[CH:13]2)[CH:11]=1)[C:5]([O:7][CH3:8])=[O:6].N1C=CC=CC=1.[Br:23][CH2:24][C:25](Br)=[O:26].C(OCC)(=O)C>ClCCl>[Br:23][CH2:24][C:25]([NH:1][C:2]1[CH:3]=[C:4]([CH:9]=[C:10]([N:12]2[CH:16]=[CH:15][CH:14]=[CH:13]2)[CH:11]=1)[C:5]([O:7][CH3:8])=[O:6])=[O:26]. Procedure: To a mixture of methyl 3-amino-5-(pyrrol-1-yl)benzoate (1.0 g) and pyridine (0.41 ml) in dichloromethane (20 ml) was added bromoacetyl bromide (0.44 ml) under ice cooling. After stirring for 6 hours at room temperature, the reaction mixture was poured into the mixture of ethyl acetate and ice-water. The organic layer was successively washed with brine and dried over magnesium sulfate. The solvent was evaporated in vacuo and the residue was pulverized from diethyl ether to give methyl 3-bromoacet... Starting materials: C(C)N1C(=C(C2=CC=CC=C12)C(=O)C1=C(C(=O)O)C=CC=C1)C (2-[(1-ethyl-2-methyl-3-indolyl)carbonyl]benzoic acid), C(C)N(C1=CC(=CC=C1)N(CC)CC)CC (N,N,N',N'-tetraethyl-m-phenylenediamine), C(C)(=O)OC(C)=O (acetic anhydride). The solvent is C(C)O (ethanol). Product: C(C)N(C1=C(C=CC(=C1)N(CC)CC)C1(OC(=O)C2=CC=CC=C12)C1=C(N(C2=CC=CC=C12)CC)C)CC (3-[2,4-bis(diethylamino)phenyl]-3-(1-ethyl-2-methyl-3-indolyl)phthalide). Yield: 57.9%. RXN SMILES: [CH2:1]([N:3]1[C:11]2[C:6](=[CH:7][CH:8]=[CH:9][CH:10]=2)[C:5]([C:12]([C:14]2[CH:22]=[CH:21][CH:20]=[CH:19][C:15]=2[C:16]([OH:18])=O)=[O:13])=[C:4]1[CH3:23])[CH3:2].[CH2:24]([N:26]([CH2:38][CH3:39])[C:27]1[CH:32]=[CH:31][CH:30]=[C:29]([N:33]([CH2:36][CH3:37])[CH2:34][CH3:35])[CH:28]=1)[CH3:25].C(OC(=O)C)(=O)C>C(O)C>[CH2:34]([N:33]([CH2:36][CH3:37])[C:29]1[CH:28]=[C:27]([N:26]([CH2:24][CH3:25])[CH2:38][CH3:39])[CH:32]=[CH:31][C:30]=1[C:12]1([C:5]2[C:6]3[C:11](=[CH:10][CH:9]=[CH:8][CH:7]=3)[N:3]([CH2:1][CH3:2])[C:4]=2[CH3:23])[C:14]2[C:15](=[CH:19][CH:20]=[CH:21][CH:22]=2)[C:16](=[O:18])[O:13]1)[CH3:35]. Procedure details: A mixture of 12.28 g (0.04 mole) of 2-[(1-ethyl-2-methyl-3-indolyl)carbonyl]benzoic acid, prepared as described in part A above, 10.7 g (0.043 mole) of 90 percent active N,N,N',N'-tetraethyl-m-phenylenediamine and 6.0 ml of acetic anhydride was stirred at room temperature for seventeen hours. The reaction mixture was diluted with 26.0 ml of ethanol, stirred and filtered. The separated solid was washed with diethylether and dried to yield 11.8 g of 3-[2,4-bis(diethylamino)phenyl]-3-(1-ethyl-2-met... Reactants: FC(S(=O)(=O)OCC)(F)F (Ethyl trifluoromethanesulfonate), N1(C(CN(CC1)C(=O)OC(C)(C)C)C(=O)OC)C(=O)OCC1=CC=CC=C1 (1-benzyl 4-tert-butyl 2-methyl piperazine-1,2,4-tricarboxylate), C[Si](N[Si](C)(C)C)(C)C.[K] (Potassium hexamethyldisilazane). The solvent is C1CCOC1 (THF). Run at temperature -78 celsius, time 75 minute. The product is C(C)C1(N(CCN(C1)C(=O)OC(C)(C)C)C(=O)OCC1=CC=CC=C1)C(=O)OC (1-Benzyl 4-tert-butyl 2-methyl 2-ethylpiperazine-1,2,4-tricarboxylate), methyl and ethyl esters. RXN SMILES: [N:1]1([C:18]([O:20][CH2:21][C:22]2[CH:27]=[CH:26][CH:25]=[CH:24][CH:23]=2)=[O:19])[CH2:6][CH2:5][N:4]([C:7]([O:9][C:10]([CH3:13])([CH3:12])[CH3:11])=[O:8])[CH2:3][CH:2]1[C:14]([O:16][CH3:17])=[O:15].C[Si](C)(C)N[Si](C)(C)C.[K].FC(F)(F)S(O[CH2:44][CH3:45])(=O)=O>C1COCC1>[CH2:44]([C:2]1([C:14]([O:16][CH3:17])=[O:15])[CH2:3][N:4]([C:7]([O:9][C:10]([CH3:12])([CH3:13])[CH3:11])=[O:8])[CH2:5][CH2:6][N:1]1[C:18]([O:20][CH2:21][C:22]1[CH:27]=[CH:26][CH:25]=[CH:24][CH:23]=1)=[O:19])[CH3:45] |f:1.2,^1:36|. Procedure: Following the procedure according to WO 2005/079799 (the disclosure of which is hereby incorporated by reference with respect to this synthesis), 1-benzyl 4-tert-butyl 2-methyl piperazine-1,2,4-tricarboxylate (II-JJ, 1.1 g, 2.9 mmol) was dissolved in 6 mL of dry THF and cooled to −78° C. Potassium hexamethyldisilazane (0.5M solution in toluene, Aldrich, 10 mL, 5.0 mmol) was added by syringe, and the reaction mixture stirred at −78° C. for 75 min. Ethyl trifluoromethanesulfonate (0.65 mL, 5.0 mmo... Reactants: C(C)C(CC)NC1=C(C(=NC(=C1)C)OC1=C(C=C(C=C1C)C)C)C(=O)N1C=NC=C1 ([4-(1-Ethyl-propylamino)-6-methyl-2-(2,4,6-trimethyl-phenoxy)-pyridin-3-yl]-imidazol-1-yl-methanone), C[Mg]Br.C(C)OCC (methylmagnesium bromide ethyl ether). Solvent: C(Cl)Cl (methylene chloride). The product is C(C)C(CC)NC1=C(C(=NC(=C1)C)OC1=C(C=C(C=C1C)C)C)C=O (1-[4-(1-Ethyl-propylamino)-6-methyl-2-(2,4,6-trimethyl-phenoxy)-pyridin-3-yl]-methanone). RXN SMILES: [CH2:1]([CH:3]([NH:6][C:7]1[CH:12]=[C:11]([CH3:13])[N:10]=[C:9]([O:14][C:15]2[C:20]([CH3:21])=[CH:19][C:18]([CH3:22])=[CH:17][C:16]=2[CH3:23])[C:8]=1[C:24](N1C=CN=C1)=[O:25])[CH2:4][CH3:5])[CH3:2].C[Mg]Br.C(OCC)C>C(Cl)Cl>[CH2:1]([CH:3]([NH:6][C:7]1[CH:12]=[C:11]([CH3:13])[N:10]=[C:9]([O:14][C:15]2[C:16]([CH3:23])=[CH:17][C:18]([CH3:22])=[CH:19][C:20]=2[CH3:21])[C:8]=1[CH:24]=[O:25])[CH2:4][CH3:5])[CH3:2] |f:1.2|. Reported procedure: The title compound was prepared by reacting [4-(1-Ethyl-propylamino)-6-methyl-2-(2,4,6-trimethyl-phenoxy)-pyridin-3-yl]-imidazol-1-yl-methanone with methylmagnesium bromide/ethyl ether in methylene chloride. 1H NMR(CDCl3) d 9.7(d,1H), 6.88(s,2H), 6.10(s,1H), 3.32(m,1H), 2.73(s,3H), 2.31(s,3H), 2.10(s,3H), 2.09(s,6H), 1.5-1.7(m,4H), 0.95(t,6H) ppm. Reactants: O.NN (hydrazine hydrate), ClC1=NC(=NC2=C1OCC(N2)=O)C (4-chloro-2-methyl-6,7-dihydro-8H-pyrimido[5,4-b][1,4]oxazin-7-one). Run in C(CCC)O (n-butanol), C(CCC)O (n-butanol). Yields the product N(N)C1=NC(=NC2=C1OCC(N2)=O)C (4-Hydrazino-2-methyl-6,7-dihydro-8H-pyrimido[5,4-b][1,4]oxazin-7-one). Yield: 56.3%. As a reaction SMILES: O.[NH2:2][NH2:3].Cl[C:5]1[C:10]2[O:11][CH2:12][C:13](=[O:15])[NH:14][C:9]=2[N:8]=[C:7]([CH3:16])[N:6]=1>C(O)CCC>[NH:2]([C:5]1[C:10]2[O:11][CH2:12][C:13](=[O:15])[NH:14][C:9]=2[N:8]=[C:7]([CH3:16])[N:6]=1)[NH2:3] |f:0.1|. Reported procedure: 12.8 ml of 98% hydrazine hydrate dissolved in 40 ml of n-butanol are dropped to a solution of 20 g of 4-chloro-2-methyl-6,7-dihydro-8H-pyrimido[5,4-b][1,4]oxazin-7-one in 320 ml of n-butanol at 117° C. within 30 minutes while stirring. The mixture is stirred for an additional 45 minutes at 117° C., then cooled to room temperature. The precipitate is filtered and washed with water to give 11.66 g (56.3%) of the product, m.p.: 262°-264° C. Reactants: CCOC(=O)c1cccc(N)c1, ClCCl, O=S(=O)(Cl)c1c(F)cccc1F, c1ccncc1. The product is CCOC(=O)c1cccc(NS(=O)(=O)c2c(F)cccc2F)c1. RXN SMILES: [CH2:1]([CH3:2])[O:3][C:4]([c:5]1[cH:6][c:7]([NH2:11])[cH:8][cH:9][cH:10]1)=[O:12].[Cl:31][CH2:32][Cl:33].[F:13][c:14]1[c:15]([S:21](=[O:22])(=[O:23])[Cl:24])[c:16]([F:20])[cH:17][cH:18][cH:19]1.[cH:25]1[cH:26][cH:27][n:28][cH:29][cH:30]1>>[CH2:1]([CH3:2])[O:3][C:4]([c:5]1[cH:6][c:7]([NH:11][S:21]([c:15]2[c:14]([F:13])[cH:19][cH:18][cH:17][c:16]2[F:20])(=[O:22])=[O:23])[cH:8][cH:9][cH:10]1)=[O:12]. Starting materials: ClC1=C(C=CC=C1)N1C(=NNC1=O)C1=CC2=C(C3=C(OCC2)C=C(C=C3)C(=O)[O-])S1 (2-(4-(2-chlorophenyl)-5-oxo-4,5-dihydro-1H-1,2,4-triazol-3-yl)-4,5-dihydrobenzo[b]thieno[2,3-d]oxepine-8-carboxylate), O=S(Cl)Cl (SOCl2). Yields the product ClC1=C(C=CC=C1)N1C(=NNC1=O)C1=CC2=C(C3=C(OCC2)C=C(C=C3)C(=O)Cl)S1 (2-(4-(2-chlorophenyl)-5-oxo-4,5-dihydro-1H-1,2,4-triazol-3-yl)-4,5-dihydrobenzo[b]thieno[2,3-d]oxepine-8-carbonyl chloride). Reaction SMILES: [Cl:1][C:2]1[CH:7]=[CH:6][CH:5]=[CH:4][C:3]=1[N:8]1[C:12](=[O:13])[NH:11][N:10]=[C:9]1[C:14]1[S:30][C:17]2[C:18]3[CH:26]=[CH:25][C:24]([C:27]([O-:29])=O)=[CH:23][C:19]=3[O:20][CH2:21][CH2:22][C:16]=2[CH:15]=1.O=S(Cl)[Cl:33]>>[Cl:1][C:2]1[CH:7]=[CH:6][CH:5]=[CH:4][C:3]=1[N:8]1[C:12](=[O:13])[NH:11][N:10]=[C:9]1[C:14]1[S:30][C:17]2[C:18]3[CH:26]=[CH:25][C:24]([C:27]([Cl:33])=[O:29])=[CH:23][C:19]=3[O:20][CH2:21][CH2:22][C:16]=2[CH:15]=1. Reported procedure: A solution of 2-(4-(2-chlorophenyl)-5-oxo-4,5-dihydro-1H-1,2,4-triazol-3-yl)-4,5-dihydrobenzo[b]thieno[2,3-d]oxepine-8-carboxylate acid (400 mg, 0.91 mmol) in 20 mL of SOCl2 was heated at 80° C. for 3 h. Concentration gave 2-(4-(2-chlorophenyl)-5-oxo-4,5-dihydro-1H-1,2,4-triazol-3-yl)-4,5-dihydrobenzo[b]thieno[2,3-d]oxepine-8-carbonyl chloride.